Dataset: the Open Reaction Database (ORD), a public repository of structured organic reaction records. Task: describe an organic reaction: reactants, conditions, products, and yield Starting materials: [N+](=O)(O)[O-] (nitric acid), ClC=1SC2=C(N1)C(=CC(=C2)F)Cl (2,4-Dichloro-6-fluorobenzothiazole), ice water. The solvent is S(O)(O)(=O)=O (sulfuric acid), S(O)(O)(=O)=O (sulfuric acid). Conditions: temperature 0 celsius, time 3 hour. Yields the product ClC=1SC2=C(N1)C(=CC(=C2[N+](=O)[O-])F)Cl (2,4-dichloro-6-fluoro-7-nitrobenzothiazole). Reaction SMILES: [Cl:1][C:2]1[S:3][C:4]2[CH:10]=[C:9]([F:11])[CH:8]=[C:7]([Cl:12])[C:5]=2[N:6]=1.[N+:13]([O-])([OH:15])=[O:14]>S(=O)(=O)(O)O>[Cl:1][C:2]1[S:3][C:4]2[C:10]([N+:13]([O-:15])=[O:14])=[C:9]([F:11])[CH:8]=[C:7]([Cl:12])[C:5]=2[N:6]=1. Reported procedure: 23.7 g 2,4-Dichloro-6-fluorobenzothiazole was dissolved in 100 ml concentrated sulfuric acid and the solution cooled to 0° C. To this was added very slowly, dropwise, a cooled solution of 14 ml concentrated sulfuric acid and 14 ml 100% nitric acid. The mixture was stirred for 3 hours, poured into 500 ml ice water, the resulting crystals filtered off, washed with water until neutral and dried in vacuo. Yield: 22.7 g=79% of theory m.p.: 110°-112° C. Starting materials: NC=1SC(NN1)CC (2-amino-5-ethyl-1,3,4-thiadiazoline), BrCC1=CC=C(C=C1)C1=C(C=CC=C1)C#N (4'-bromomethyl-2-cyanobiphenyl). The solvent is CO (methanol). Yields the product Br.C(C)C1=NN(C(S1)=N)CC1=CC=C(C=C1)C1=C(C=CC=C1)C#N (5-ethyl-2-imino-3-(2'-cyanobiphenyl-4-yl)methyl-1,3,4-thiadiazoline.hydrobromide). Isolated yield 110.6%. RXN SMILES: [NH2:1][C:2]1[S:3][CH:4]([CH2:7][CH3:8])[NH:5][N:6]=1.[Br:9][CH2:10][C:11]1[CH:16]=[CH:15][C:14]([C:17]2[CH:22]=[CH:21][CH:20]=[CH:19][C:18]=2[C:23]#[N:24])=[CH:13][CH:12]=1>CO>[BrH:9].[CH2:7]([C:4]1[S:3][C:2](=[NH:1])[N:6]([CH2:10][C:11]2[CH:12]=[CH:13][C:14]([C:17]3[CH:22]=[CH:21][CH:20]=[CH:19][C:18]=3[C:23]#[N:24])=[CH:15][CH:16]=2)[N:5]=1)[CH3:8] |f:3.4|. Reported procedure: To 10 ml of methanol, 2.7 g of 2-amino-5-ethyl-1,3,4-thiadiazoline and 1.3 g of 4'-bromomethyl-2-cyanobiphenyl were added, followed by heating under reflux for 20 hours. After the reaction mixture was cooled, crystals so precipitated were collected by filtration. The resulting crystals were washed successively with methanol and diethyl ether and then dried, whereby 2.12 g of the title compound was obtained. Starting materials: C(CCC)C=1N=C(C2=C(N1)C(=NN2)CCCCCN2C[C@H](CC2)F)NCC2=C(C=C(C=C2)OC)OC ((5)-5-Butyl-N-(2,4-dimethoxybenzyl)-3-(5-(3-fluoropyrrolidin-1-yl)pentyl)-1H-pyrazolo[4,3-d]pyrimidin-7-amine), C(CCC)C=1N=C(C2=C(N1)C(=NN2)C#CCCCCl)NCC2=C(C=C(C=C2)OC)OC (5-butyl-3-(5-chloropent-1-yn-1-yl)-N (2,4-dimethoxybenzyl)-1H-pyrazolo[4,3-d]pyrimidin-7-amine), Cl.FC1CCNCC1 (4-fluoropiperidine hydrochloride). Yields the product C(CCC)C=1N=C(C2=C(N1)C(=NN2)CCCCCN2CCC(CC2)F)NCC2=C(C=C(C=C2)OC)OC (5-Butyl-N-(2,4-dimethoxybenzyl)-3-(5-(4-fluoropiperidin-1-yl)pentyl)-1H-pyrazolo[4,3-d]pyrimidin-7-amine). Reaction SMILES: [CH2:1]([C:5]1[N:6]=[C:7]([NH:25][CH2:26][C:27]2[CH:32]=[CH:31][C:30]([O:33][CH3:34])=[CH:29][C:28]=2[O:35][CH3:36])[C:8]2[NH:13][N:12]=[C:11]([CH2:14][CH2:15][CH2:16][CH2:17][CH2:18][N:19]3[CH2:23][CH2:22][C@H:21]([F:24])[CH2:20]3)[C:9]=2[N:10]=1)[CH2:2][CH2:3][CH3:4].[CH2:37](C1N=C(NCC2C=CC(OC)=CC=2OC)C2NN=C(C#CCCCCl)C=2N=1)CCC.Cl.FC1CCNCC1>>[CH2:1]([C:5]1[N:6]=[C:7]([NH:25][CH2:26][C:27]2[CH:32]=[CH:31][C:30]([O:33][CH3:34])=[CH:29][C:28]=2[O:35][CH3:36])[C:8]2[NH:13][N:12]=[C:11]([CH2:14][CH2:15][CH2:16][CH2:17][CH2:18][N:19]3[CH2:23][CH2:22][CH:21]([F:24])[CH2:37][CH2:20]3)[C:9]=2[N:10]=1)[CH2:2][CH2:3][CH3:4] |f:2.3|. Procedure: Prepared similarly to Intermediate 25 from and 5-butyl-3-(5-chloropent-1-yn-1-yl)-N (2,4-dimethoxybenzyl)-1H-pyrazolo[4,3-d]pyrimidin-7-amine and 4-fluoropiperidine hydrochloride Starting materials: C(CCC)=O (n-Butyraldehyde), [OH-].[Na+] (sodium hydroxide), [OH-].[Na+] (sodium hydroxide), aldehyde. The solvent is O (water). Product: C(C)C(C=O)=CCCC (2-Ethylhexenal). As a reaction SMILES: [CH:1](=[O:5])[CH2:2][CH2:3][CH3:4].[OH-].[Na+]>O>[CH2:3]([C:2](=[CH:1][CH2:2][CH2:3][CH3:4])[CH:1]=[O:5])[CH3:4] |f:1.2|. Reported procedure: n-Butyraldehyde was added to an approx. 3% aqueous sodium hydroxide solution with a ratio of 9 parts by weight sodium hydroxide solution to 1 part by weight aldehyde, and intensively mixed at a temperature of 100° to 130° C. 2-Ethylhexenal, which was formed by cleavage of water, was then hydrogenated with a fixed bed nickel catalyst in the gas phase at approx. 110° C. The hydrogenation product had the following composition: The reactants are Cc1ccc(C#N)cn1, ClC(Cl)Cl, [Na+], [Na+], O=C(OO)c1cccc(Cl)c1, O=S([O-])[O-]. The product is Cc1ccc(C#N)c[n+]1[O-]. As a reaction SMILES: [CH3:1][c:2]1[n:3][cH:4][c:5]([C:6]#[N:7])[cH:8][cH:9]1.[CH:27]([Cl:28])([Cl:29])[Cl:30].[Na+:25].[Na+:26].[OH:10][O:11][C:12]([c:13]1[cH:14][c:15]([Cl:16])[cH:17][cH:18][cH:19]1)=[O:20].[S:21]([O-:22])([O-:23])=[O:24]>>[CH3:1][c:2]1[n+:3]([O-:10])[cH:4][c:5]([C:6]#[N:7])[cH:8][cH:9]1. Starting materials: [Br-], OCCCBr, CCCC[N+](CCCC)(CCCC)CCCC, Cc1ccccc1, Oc1c(Cl)cc(OCC=C(Cl)Cl)cc1Cl, [Na+], [OH-], O, O=S(=O)(O)O. The product is OCCCOc1c(Cl)cc(OCC=C(Cl)Cl)cc1Cl. As a reaction SMILES: [Br-:28].[Br:1][CH2:2][CH2:3][CH2:4][OH:5].[CH2:29]([N+:30]([CH2:31][CH2:32][CH2:33][CH3:34])([CH2:35][CH2:36][CH2:37][CH3:38])[CH2:39][CH2:40][CH2:41][CH3:42])[CH2:43][CH2:44][CH3:45].[CH3:47][c:48]1[cH:49][cH:50][cH:51][cH:52][cH:53]1.[Cl:6][c:7]1[c:8]([OH:20])[c:9]([Cl:19])[cH:10][c:11]([O:13][CH2:14][CH:15]=[C:16]([Cl:17])[Cl:18])[cH:12]1.[Na+:22].[OH-:21].[OH2:46].[S:23](=[O:24])(=[O:25])([OH:26])[OH:27]>>[CH2:2]([CH2:3][CH2:4][OH:5])[O:20][c:8]1[c:7]([Cl:6])[cH:12][c:11]([O:13][CH2:14][CH:15]=[C:16]([Cl:17])[Cl:18])[cH:10][c:9]1[Cl:19].